Dataset: the Open Reaction Database (ORD), a public repository of structured organic reaction records. Task: describe an organic reaction: reactants, conditions, products, and yield The reactants are OS(=O)(=O)O (H2SO4), C1(=CC=CC2=CC=CC=C12)O (α-naphthol), O=C(O)CN(C)C(N)=N (creatine). The solvent is [OH-].[Na+] (NaOH), [OH-].[Na+] (NaOH). Run at temperature 55 celsius. Product: CC(C(=O)O)OC(=O)C (Acetolactate). RXN SMILES: [OH:1]S(O)(=O)=O.[O:6]=[C:7]([CH2:9]N(C(=N)N)C)[OH:8].[C:15]1([OH:25])[C:24]2[C:19](=CC=CC=2)C=CC=1>[OH-].[Na+]>[CH3:19][CH:24]([O:8][C:7]([CH3:9])=[O:6])[C:15]([OH:25])=[O:1] |f:3.4|. Procedure details: Tubes containing assay mix were temperature equilibrated at 30° prior to addition of permeabilized cells to start each reaction. Reactions were stopped by addition of 0.1 mL 6N H2SO4 or 0.1 mL 2.5N NaOH. The tubes were heated for 15 minutes at 55° and then 0.4 mL of 0.5% creatine was added. followed by 0.4 mL of 4% α-naphthol in 2.5 N NaOH, with vigorous mixing after each addition. The tubes were heated again at 55° C. for 5 minutes and centrifuged to remove precipitate. Optical density at 530 n... Reactants: C[C@H]1C(=O)O[C@H](C(=O)O1)C (l-lactide), C1(OCCCO1)=O (trimethylene carbonate), C(CCO)O (1,3-propanediol), stannous octanoate. Product: C[C@H]1C(=O)O[C@H](C(=O)O1)C.C1(OCCCO1)=O (l-Lactide Trimethylene Carbonate). Reaction SMILES: [CH3:1][C@@H:2]1[O:9][C:7](=[O:8])[C@H:6]([CH3:10])[O:5][C:3]1=[O:4].[C:11]1(=[O:17])[O:16][CH2:15][CH2:14][CH2:13][O:12]1.C(O)CCO>>[CH3:1][C@@H:2]1[O:9][C:7](=[O:8])[C@H:6]([CH3:10])[O:5][C:3]1=[O:4].[C:11]1(=[O:17])[O:16][CH2:15][CH2:14][CH2:13][O:12]1 |f:3.4|. Procedure details: The copolymer (Co—P4) was prepared following the teaching of U.S. Pat. No. 6,342,065 by the two-step copolymerization of l-lactide with trimethylene carbonate in the presence of 1,3-propanediol and stannous octanoate as the initiator and catalyst, respectively. The polymer was isolated, ground, dried, and heated above 80° C. under reduced pressure to remove residual monomer. The polymer was characterized for identity (IR), thermal properties (DSC), and molecular weight by GPC (CH2Cl2). The polym... The reactants are Cc1ccccc1, O=C(Cl)Cl, [K+], CC(C)C(N)CO, [OH-], O. Yields the product CC(C)C1COC(=O)N1. As a reaction SMILES: [CH3:10][c:11]1[cH:12][cH:13][cH:14][cH:15][cH:16]1.[Cl:17][C:18]([Cl:19])=[O:20].[K+:9].[NH2:1][CH:2]([CH2:3][OH:4])[CH:5]([CH3:6])[CH3:7].[OH-:8].[OH2:21]>>[NH:1]1[CH:2]([CH:5]([CH3:6])[CH3:7])[CH2:3][O:4][C:18]1=[O:20]. The reactants are C(\C=C\C)#N (crotononitrile), ClC1=CC=C(C=C1)CC(C)=O (4-chlorophenylacetone), Cl (HCl). The solvent is C(C)(C)(C)O (tert.butanol). Run at temperature 65 celsius. Yields the product ClC1=CC=C(C=C1)C(C(CC#N)C)C(C)=O (4-CHLORO-γ-(1-OXOETHYL)-β-METHYLBENZENEBUTANENITRILE). As a reaction SMILES: [Cl:1][C:2]1[CH:7]=[CH:6][C:5]([CH2:8][C:9](=[O:11])[CH3:10])=[CH:4][CH:3]=1.[C:12](#[N:16])/[CH:13]=[CH:14]/[CH3:15].Cl>C(O)(C)(C)C>[Cl:1][C:2]1[CH:3]=[CH:4][C:5]([CH:8]([C:9](=[O:11])[CH3:10])[CH:14]([CH3:15])[CH2:13][C:12]#[N:16])=[CH:6][CH:7]=1. Reported procedure: Triton B (5.85 ml) was added dropwise to 4-chlorophenylacetone (21.8 grams) in 78 ml of tert.butanol. Next crotononitrile (9.17 grams) was likewise added with initial cooling to lower the temperature to about 20° C. Since the reaction was not exothermic, no additional cooling was necessary after the desired temperature was reached. The reaction was then heated to 65° C. for 21/2 hours and, after chilling in an ice bath, 262 ml of 1N HCl was added in portions. Next the reaction mixture was extrac... The reactants are C(C1=CC=CC=C1)OC(=O)NC1N=C(C2=C(NC1=O)C=CC=C2)C2=CC=CC=C2 (3-[(benzyloxycarbonyl)amino]-5-phenyl-1,3-dihydro-benzo[e][1,4]diazepin-2-one), Intermediate 6, Br (HBr). Run in C(C)(=O)O (acetic acid), C(C)OCC (diethyl ether). Conditions: temperature 70 celsius, time 20 minute. Yields the product dihydrobromide, NC1N=C(C2=C(NC1=O)C=CC=C2)C2=CC=CC=C2 (3-Amino-5-phenyl-1,3-dihydro-benzo[e][1,4]diazepin-2-one). Yield: 90.7%. As a reaction SMILES: C(OC([NH:11][CH:12]1[C:18](=[O:19])[NH:17][C:16]2[CH:20]=[CH:21][CH:22]=[CH:23][C:15]=2[C:14]([C:24]2[CH:29]=[CH:28][CH:27]=[CH:26][CH:25]=2)=[N:13]1)=O)C1C=CC=CC=1.Br>C(O)(=O)C.C(OCC)C>[NH2:11][CH:12]1[C:18](=[O:19])[NH:17][C:16]2[CH:20]=[CH:21][CH:22]=[CH:23][C:15]=2[C:14]([C:24]2[CH:25]=[CH:26][CH:27]=[CH:28][CH:29]=2)=[N:13]1. Procedure details: A solution of 3-[(benzyloxycarbonyl)amino]-5-phenyl-1,3-dihydro-benzo[e][1,4]diazepin-2-one (7.00 g, 18.2 mmol) in glacial acetic acid (200 mL), prepared as in Intermediate 6, is saturated with HBr gas. The reaction is warmed to 70° C. and held for 20 min. The temperature is raised to 80° C. and maintained for an additional 20 min. The resulting slurry is cooled to ambient temperature, diluted with anhydrous diethyl ether (200 ml), agitated for 0.5 hrs., filtered and washed with diethyl ether. T... The reactants are BrB(Br)Br, O=C([O-])O, COc1ccc2c(Cl)nn(CC(C)NC(=O)OCc3ccccc3)c2c1, CSC, ClCCCl, [Na+]. Yields the product COc1ccc2c(Cl)nn(CC(C)N)c2c1. As a reaction SMILES: [B:30]([Br:31])([Br:32])[Br:33].[C:34](=[O:35])([OH:36])[O-:37].[CH2:1]([O:2][C:3](=[O:4])[NH:10][CH:11]([CH2:12][n:13]1[n:14][c:15]([Cl:24])[c:16]2[cH:17][cH:18][c:19]([O:22][CH3:23])[cH:20][c:21]12)[CH3:25])[c:5]1[cH:6][cH:7][cH:8][cH:9][cH:26]1.[CH3:27][S:28][CH3:29].[Cl:39][CH2:40][CH2:41][Cl:42].[Na+:38]>>[NH2:10][CH:11]([CH2:12][n:13]1[n:14][c:15]([Cl:24])[c:16]2[cH:17][cH:18][c:19]([O:22][CH3:23])[cH:20][c:21]12)[CH3:25]. Starting materials: O (water), C(=O)(O)C1=CC=CC=2C(C(=C(OC21)C2=CC=CC=C2)C)=O (8-carboxy-3-methyl-4-oxo-2-phenyl-4H-1-benzopyran), C([O-])([O-])=O.[K+].[K+] (potassium carbonate), ClCCCN1CCN(CC1)C1=C(C=CC=C1)OC (1-(3-chloropropyl)-4-(2-methoxyphenyl)-piperazine). The solvent is CN(C=O)C (dimethylformamide). Reaction conditions: temperature 80 celsius, time 30 minute. The product is Cl.Cl.COC1=C(C=CC=C1)N1CCN(CC1)CCCOC(=O)C1=CC=CC=2C(C(=C(OC21)C2=CC=CC=C2)C)=O (8-{3-[4-(2-Methoxyphenyl)-1-piperazinyl]-propoxycarbonyl}-3-methyl-4-oxo-2-phenyl-4H-1-benzopyran dihydrochloride). Reaction SMILES: [C:1]([C:4]1[C:13]2[O:12][C:11]([C:14]3[CH:19]=[CH:18][CH:17]=[CH:16][CH:15]=3)=[C:10]([CH3:20])[C:9](=[O:21])[C:8]=2[CH:7]=[CH:6][CH:5]=1)([OH:3])=[O:2].C(=O)([O-])[O-].[K+].[K+].[Cl:28][CH2:29][CH2:30][CH2:31][N:32]1[CH2:37][CH2:36][N:35]([C:38]2[CH:43]=[CH:42][CH:41]=[CH:40][C:39]=2[O:44][CH3:45])[CH2:34][CH2:33]1.O>CN(C)C=O>[ClH:28].[ClH:28].[CH3:45][O:44][C:39]1[CH:40]=[CH:41][CH:42]=[CH:43][C:38]=1[N:35]1[CH2:34][CH2:33][N:32]([CH2:31][CH2:30][CH2:29][O:2][C:1]([C:4]2[C:13]3[O:12][C:11]([C:14]4[CH:15]=[CH:16][CH:17]=[CH:18][CH:19]=4)=[C:10]([CH3:20])[C:9](=[O:21])[C:8]=3[CH:7]=[CH:6][CH:5]=2)=[O:3])[CH2:37][CH2:36]1 |f:1.2.3,7.8.9|. Procedure details: A mixture of 4.24 g of 8-carboxy-3-methyl-4-oxo-2-phenyl-4H-1-benzopyran and 6.3 g of anhydrous potassium carbonate in 60 ml of dimethylformamide was stirred at 80° C. for 30 minutes. 5.23 g of 1-(3-chloropropyl)-4-(2-methoxyphenyl)-piperazine was then added and stirring was continued at 80° C. for 3.5 hours. The reaction mixture was cooled to ambient temperature, poured on to iced water and extracted with ethyl acetate. The organic extracts were washed with aqueous sodium chloride solution, dri...